This data is from the Open Reaction Database (ORD), a public repository of structured organic reaction records. The task is: describe an organic reaction: reactants, conditions, products, and yield Procedure: To a MeOH (160 mL) solution of the product of Example 32 (22.2 g, 0.039 mol) was added dropwise to vigorously-stirred 80 mL of 1.0 N NaOH. After 2 hours, the pH of the homogenous solution was adjusted to pH 2 with 1.0 M KHSO4. The white precipitate generated was filtered, washed with water, dried in the vacuum oven at 50° C. over night and dissolved in 150 mL of CH2Cl2. This solution was filtered before the solvent volume was reduced by rotary evaporation, and the product precipitated with n-hex... Reactants: CC(C)(OC(=O)N[C@H](C(C)(C)SC(C1=CC=CC=C1)(C1=CC=CC=C1)C1=CC=CC=C1)C(=O)NCC(=O)OC)C (N-[(1,1-dimethylethoxy)carbonyl-3-[(triphenylmethyl)thio]-D-valyl]glycine, methyl ester), [OH-].[Na+] (NaOH), OS(=O)(=O)[O-].[K+] (KHSO4). Product: CC(C)(OC(=O)N[C@H](C(C)(C)SC(C1=CC=CC=C1)(C1=CC=CC=C1)C1=CC=CC=C1)C(=O)NCC(=O)O)C (N-[N-[(1,1-dimethylethoxy)carbonyl]-3-[(triphenylmethyl)thio]-D-valyl]glycine). RXN SMILES: [CH3:1][C:2]([CH3:40])([O:4][C:5]([NH:7][C@@H:8]([C:32]([NH:34][CH2:35][C:36]([O:38]C)=[O:37])=[O:33])[C:9]([S:12][C:13]([C:26]1[CH:31]=[CH:30][CH:29]=[CH:28][CH:27]=1)([C:20]1[CH:25]=[CH:24][CH:23]=[CH:22][CH:21]=1)[C:14]1[CH:19]=[CH:18][CH:17]=[CH:16][CH:15]=1)([CH3:11])[CH3:10])=[O:6])[CH3:3].[OH-].[Na+].OS([O-])(=O)=O.[K+]>CO>[CH3:3][C:2]([CH3:40])([O:4][C:5]([NH:7][C@@H:8]([C:32]([NH:34][CH2:35][C:36]([OH:38])=[O:37])=[O:33])[C:9]([S:12][C:13]([C:20]1[CH:21]=[CH:22][CH:23]=[CH:24][CH:25]=1)([C:14]1[CH:15]=[CH:16][CH:17]=[CH:18][CH:19]=1)[C:26]1[CH:31]=[CH:30][CH:29]=[CH:28][CH:27]=1)([CH3:10])[CH3:11])=[O:6])[CH3:1] |f:1.2,3.4|. Solvent: CO (MeOH). Conditions: time 2 hour. Reactants: CC(=O)O[BH-](OC(C)=O)OC(C)=O, CNC, O=Cc1sccc1-c1cc(Cl)ccn1, ClCCl, [Na+], O. RXN SMILES: [C:19]([O:20][BH-:21]([O:22][C:23](=[O:24])[CH3:25])[O:26][C:27](=[O:28])[CH3:29])(=[O:30])[CH3:31].[CH3:16][NH:17][CH3:18].[Cl:1][c:2]1[cH:3][c:4](-[c:8]2[c:9]([CH:13]=[O:14])[s:10][cH:11][cH:12]2)[n:5][cH:6][cH:7]1.[Cl:33][CH2:34][Cl:35].[Na+:32].[OH2:15]>>[Cl:1][c:2]1[cH:3][c:4](-[c:8]2[c:9]([CH2:13][N:17]([CH3:16])[CH3:18])[s:10][cH:11][cH:12]2)[n:5][cH:6][cH:7]1. The product is CN(C)Cc1sccc1-c1cc(Cl)ccn1. Starting materials: C(#N)C(C1=CC(=CC=C1)OC1=CC=CC=C1)O (α-cyano-3-phenoxybenzyl alcohol), ClC(=CC(C(=O)Cl)C(C)C)Cl (α-(2,2-dichlorovinyl)isovaleroyl chloride), N1=CC=CC=C1 (pyridine). The solvent is C(C)OCC (diethyl ether), C1=CC=CC=C1 (benzene). Reaction conditions: time 8 hour. The product is ClC(=CC(C(=O)OC(C1=CC(=CC=C1)OC1=CC=CC=C1)C#N)C(C)C)Cl (α-cyano-3-phenoxybenzyl α-(2,2-dichlorovinyl)isovalerate). The yield is 78.0%. As a reaction SMILES: [Cl:1][C:2]([Cl:11])=[CH:3][CH:4]([CH:8]([CH3:10])[CH3:9])[C:5](Cl)=[O:6].[C:12]([CH:14]([OH:28])[C:15]1[CH:20]=[CH:19][CH:18]=[C:17]([O:21][C:22]2[CH:27]=[CH:26][CH:25]=[CH:24][CH:23]=2)[CH:16]=1)#[N:13].N1C=CC=CC=1>C1C=CC=CC=1.C(OCC)C>[Cl:1][C:2]([Cl:11])=[CH:3][CH:4]([CH:8]([CH3:10])[CH3:9])[C:5]([O:28][CH:14]([C:12]#[N:13])[C:15]1[CH:20]=[CH:19][CH:18]=[C:17]([O:21][C:22]2[CH:23]=[CH:24][CH:25]=[CH:26][CH:27]=2)[CH:16]=1)=[O:6]. Procedure details: In 20 ml of dry benzene were dissolved 2.0 g of α-(2,2-dichlorovinyl)isovaleric acid, followed by the addition of 6.0 g of thionyl chloride. The mixture was refluxed overnight. It was then distilled to remove the low-boiling fraction, whereby α-(2,2-dichlorovinyl)isovaleroyl chloride was obtained. This α-(2,2-dichlorovinyl)isovaleroyl chloride was dissolved in 25 ml of dry benzene, followed by the addition of 2.3 g of α-cyano-3-phenoxybenzyl alcohol and, then, 2.4 g of pyridine. The mixture was ... Starting materials: [N+](=O)([O-])C=1C=C(C=O)C=CC1 (3-nitrobenzaldehyde), 3-nitrooxy-2,2-bis(nitrooxymethyl)propyl ester, C(CC(=O)C)(=O)O (acetoacetic acid), N\C(=C/C(=O)OC)\C(OC)OC (methyl 3-amino-4,4-dimethoxycrotonate). The solvent is C(C)(C)(C)O (tert-butyl alcohol). Product: 3-nitrooxy-2,2-bis(nitrooxymethyl)propyl ester, COC(=O)C=1C(C(=C(NC1C(OC)OC)C)C(=O)O)C1=CC(=CC=C1)[N+](=O)[O-] (5-methoxycarbonyl-6-dimethoxymethyl-2-methyl-4-(3-nitrophenyl)-1,4-dihydropyridine-3-carboxylic acid). Yield: 109.7%. As a reaction SMILES: [N+:1]([C:4]1[CH:5]=[C:6]([CH:9]=[CH:10][CH:11]=1)[CH:7]=O)([O-:3])=[O:2].[C:12]([OH:18])(=[O:17])[CH2:13][C:14]([CH3:16])=O.[NH2:19]/[C:20](/[CH:26]([O:29][CH3:30])[O:27][CH3:28])=[CH:21]\[C:22]([O:24][CH3:25])=[O:23]>C(O)(C)(C)C>[CH3:25][O:24][C:22]([C:21]1[CH:7]([C:6]2[CH:9]=[CH:10][CH:11]=[C:4]([N+:1]([O-:3])=[O:2])[CH:5]=2)[C:13]([C:12]([OH:18])=[O:17])=[C:14]([CH3:16])[NH:19][C:20]=1[CH:26]([O:29][CH3:30])[O:27][CH3:28])=[O:23]. Procedure: A solution of 3-nitrobenzaldehyde (3.02 g), 3-nitrooxy-2,2-bis(nitrooxymethyl)propyl ester of acetoacetic acid (7.10 g) and methyl 3-amino-4,4-dimethoxycrotonate (3.50 g) dissolved in tert-butyl alcohol (12 ml) was refluxed for 15 hours. The resulting mixture was cooled and concentrated under reduced pressure. The residue obtained was subjected to column chromatography on silica gel (200 g) and eluted with a mixture of toluene and ethyl acetate (10:1 by volume). The fractions containing the desi... Starting materials: ClCBr, CC(C)(C)[Si](C)(C)Oc1cccc(S)c1, C1CCC2=NCCCN2CC1, CCOCC, [K+], O=S(=O)([O-])O. Yields the product CC(C)(C)[Si](C)(C)Oc1cccc(SCCl)c1. Reaction SMILES: [Br:38][CH2:39][Cl:40].[C:12]([CH3:13])([CH3:14])([CH3:15])[Si:16]([O:17][c:18]1[cH:19][c:20]([SH:24])[cH:21][cH:22][cH:23]1)([CH3:25])[CH3:26].[CH2:1]1[CH2:2][CH2:3][C:4]2=[N:9][CH2:8][CH2:7][CH2:6][N:5]2[CH2:10][CH2:11]1.[CH3:27][CH2:28][O:29][CH2:30][CH3:31].[K+:37].[S:32](=[O:33])(=[O:34])([OH:35])[O-:36]>>[C:12]([CH3:13])([CH3:14])([CH3:15])[Si:16]([O:17][c:18]1[cH:19][c:20]([S:24][CH2:39][Cl:40])[cH:21][cH:22][cH:23]1)([CH3:25])[CH3:26]. The reactants are ClC=1SC(=C(N1)C(F)(F)F)C(=O)O (2-chloro-4-trifluoromethyl-5-thiazolecarboxylic acid), S(=O)(Cl)Cl (thionyl chloride). Yields the product ClC=1SC(=C(N1)C(F)(F)F)C(=O)Cl (2-Chloro-4-Trifluoromethyl-5-Thiazolecarboxylic Acid Chloride). As a reaction SMILES: [Cl:1][C:2]1[S:3][C:4]([C:11]([OH:13])=O)=[C:5]([C:7]([F:10])([F:9])[F:8])[N:6]=1.S(Cl)([Cl:16])=O>>[Cl:1][C:2]1[S:3][C:4]([C:11]([Cl:16])=[O:13])=[C:5]([C:7]([F:10])([F:9])[F:8])[N:6]=1. Reported procedure: A mixture of 36.0 g (0.1554 mole) of the acid of Example 7 and 171 g (1.437 mole) of thionyl chloride were held at reflux for 6 hours. Excess thionyl chloride was removed under reduced pressure and the residue (38.1 g, 98%) was reacted as described in Examples 9-14.